Dataset: the Open Reaction Database (ORD), a public repository of structured organic reaction records. Task: describe an organic reaction: reactants, conditions, products, and yield The reactants are C(#N)C=1C(=NC(=NC1)NC1=CC=C(C=C1)S(=O)(=NC(=O)OCC)C)NC1CCCCC1 ((RS)—S-(4-{[5-cyano-4-(cyclohexylamino)pyrimidine-2-yl]amino}phenyl)-N-(ethoxycarbonyl)-S-methyl-sulfoximide), [N-]=[N+]=[N-].[Na+] (sodium azide), [Cl-].[NH4+] (ammonium chloride). Run in CN(C)C=O (DMF). The product is C1(CCCCC1)NC1=NC(=NC=C1C=1N=NNN1)NC1=CC=C(C=C1)S(=O)(=NC(=O)OCC)C ((RS)—S-(4-{[4-(cyclohexylamino)-5-(2H-tetrazol-5-yl)pyrimidine-2-yl]amino}phenyl)-N-(ethoxycarbonyl)-S-methylsulfoximide). The yield is 53.0%. Reaction SMILES: [C:1]([C:3]1[C:4]([NH:25][CH:26]2[CH2:31][CH2:30][CH2:29][CH2:28][CH2:27]2)=[N:5][C:6]([NH:9][C:10]2[CH:15]=[CH:14][C:13]([S:16]([CH3:24])(=[N:18][C:19]([O:21][CH2:22][CH3:23])=[O:20])=[O:17])=[CH:12][CH:11]=2)=[N:7][CH:8]=1)#[N:2].[N-:32]=[N+:33]=[N-:34].[Na+].[Cl-].[NH4+]>CN(C=O)C>[CH:26]1([NH:25][C:4]2[C:3]([C:1]3[N:32]=[N:33][NH:34][N:2]=3)=[CH:8][N:7]=[C:6]([NH:9][C:10]3[CH:15]=[CH:14][C:13]([S:16]([CH3:24])(=[N:18][C:19]([O:21][CH2:22][CH3:23])=[O:20])=[O:17])=[CH:12][CH:11]=3)[N:5]=2)[CH2:31][CH2:30][CH2:29][CH2:28][CH2:27]1 |f:1.2,3.4|. Procedure details: In accordance with procedure 10, 990 mg (2.24 mmol) (RS)—S-(4-{[5-cyano-4-(cyclohexylamino)pyrimidine-2-yl]amino}phenyl)-N-(ethoxycarbonyl)-S-methyl-sulfoximide, 291 mg (4.47 mmol) sodium azide and 263 mg (4.92 mmol) ammonium chloride in 19 ml DMF are stirred for 24 hours at 120° C. After cooling, the mixture is added dropwise to 200 ml. A gel-like precipitate is filtered off at the pump and then washed with water. After drying, the product is obtained in 53% yield (571 mg). Starting materials: CC(C)(C)c1ccc(CBr)cc1, N#C[Na], O. Yields the product CC(C)(C)c1ccc(CC#N)cc1. Reaction SMILES: [C:4]([CH3:5])([CH3:6])([CH3:7])[c:8]1[cH:9][cH:10][c:11]([CH2:12][Br:13])[cH:14][cH:15]1.[Na:1][C:2]#[N:3].[OH2:16]>>[C:2](#[N:3])[CH2:12][c:11]1[cH:10][cH:9][c:8]([C:4]([CH3:5])([CH3:6])[CH3:7])[cH:15][cH:14]1.